describe an organic reaction: reactants, conditions, products, and yield From a dataset of the Open Reaction Database (ORD), a public repository of structured organic reaction records. The reactants are [H-].[H-].[H-].[H-].[Li+].[Al+3] (LiAlH4), CN1C=C(C2=CC=CC=C12)CC(=O)OC (methyl 1-methylindole-3-acetate). Solvent: O1CCCC1 (tetrahydrofuran). Conditions: temperature 0 celsius. The product is OCCC1=CN(C2=CC=CC=C12)C (3-(2-Hydroxyethyl)-1-methylindole). Yield: 878.0%. Reaction SMILES: [H-].[H-].[H-].[H-].[Li+].[Al+3].[CH3:7][N:8]1[C:16]2[C:11](=[CH:12][CH:13]=[CH:14][CH:15]=2)[C:10]([CH2:17][C:18](OC)=[O:19])=[CH:9]1>O1CCCC1>[OH:19][CH2:18][CH2:17][C:10]1[C:11]2[C:16](=[CH:15][CH:14]=[CH:13][CH:12]=2)[N:8]([CH3:7])[CH:9]=1 |f:0.1.2.3.4.5|. Reported procedure: To a suspension of LiAlH4 (2.0 g, 0.052 mol) in 50 mL of dry tetrahydrofuran was added dropwise a solution of methyl 1-methylindole-3-acetate (5.25 g, 0.026 mol) in 70 mL of dry tetrahyqrofuran at -10° C. under Ar. The mixture was refluxed for 1 h and then it was cooled at 0° C. and quenched by the sequential addition of 2 mL of H2O, 2 mL of 15% aqueous NaOH and finally 6 mL of H2O. The resulting slurry was filtered and the filter cake was washed with additional tetrahydrofuran. Evaporation of t... The product is O=[N+]([O-])c1cnc2cc(Br)ccc2c1O. Starting materials: Oc1ccnc2cc(Br)ccc12, CCC(=O)O, O=[N+]([O-])O. RXN SMILES: [Br:1][c:2]1[cH:3][cH:4][c:5]2[c:6]([OH:12])[cH:7][cH:8][n:9][c:10]2[cH:11]1.[CH3:17][CH2:18][C:19](=[O:20])[OH:21].[OH:13][N+:14]([O-:15])=[O:16]>>[Br:1][c:2]1[cH:3][cH:4][c:5]2[c:6]([OH:12])[c:7]([N+:14](=[O:13])[O-:15])[cH:8][n:9][c:10]2[cH:11]1. Starting materials: [BH3-]C#N, CCCNCCC, CO, CC(=O)O, COC(OC)OC, [Na+], O=Cc1ccc(O)cc1. Yields the product CCCN(CCC)Cc1ccc(O)cc1. Reaction SMILES: [C:24]([BH3-:25])#[N:26].[CH2:10]([CH2:11][CH3:12])[NH:13][CH2:14][CH2:15][CH3:16].[CH3:28][OH:29].[CH3:30][C:31](=[O:32])[OH:33].[CH:17]([O:18][CH3:19])([O:20][CH3:21])[O:22][CH3:23].[Na+:27].[OH:1][c:2]1[cH:3][cH:4][c:5]([CH:6]=[O:7])[cH:8][cH:9]1>>[OH:1][c:2]1[cH:3][cH:4][c:5]([CH2:6][N:13]([CH2:10][CH2:11][CH3:12])[CH2:14][CH2:15][CH3:16])[cH:8][cH:9]1. The reactants are C(C1=CC=CC=C1)(=O)C=1C(=C2C(=NC1)N(N=C2)CC=2OC=CC2)O (5-benzoyl-4-hydroxy-1-(2-furanyl)methyl-1H-pyrazolo[3,4-b]pyridine), C([O-])([O-])=O.[K+].[K+] (potassium carbonate), C(C)I (ethyl iodide). Solvent: CN(C=O)C (dimethylformamide). Yields the product C(C1=CC=CC=C1)(=O)C=1C(=C2C(=NC1)N(N=C2)CC=2OC=CC2)OCC (5-benzoyl-4-ethoxy-1-(2-furanyl)methyl-1H-pyrazolo[3,4-b]-pyridine). RXN SMILES: [C:1]([C:9]1[C:10]([OH:24])=[C:11]2[CH:17]=[N:16][N:15]([CH2:18][C:19]3[O:20][CH:21]=[CH:22][CH:23]=3)[C:12]2=[N:13][CH:14]=1)(=[O:8])[C:2]1[CH:7]=[CH:6][CH:5]=[CH:4][CH:3]=1.C(=O)([O-])[O-].[K+].[K+].[CH2:31](I)[CH3:32]>CN(C)C=O>[C:1]([C:9]1[C:10]([O:24][CH2:31][CH3:32])=[C:11]2[CH:17]=[N:16][N:15]([CH2:18][C:19]3[O:20][CH:21]=[CH:22][CH:23]=3)[C:12]2=[N:13][CH:14]=1)(=[O:8])[C:2]1[CH:7]=[CH:6][CH:5]=[CH:4][CH:3]=1 |f:1.2.3|. Reported procedure: 3.3 g. of 5-benzoyl-4-hydroxy-1-(2-furanyl)methyl-1H-pyrazolo[3,4-b]pyridine (0.01 mol.) are dissolved in 20 ml. of dimethylformamide. 2.8 g. of potassium carbonate and 3.1 g. of ethyl iodide are added and the mixture is warmed for 12 hours at 60°. Excess potassium carbonate is filtered off and water is added. 5-Benzoyl-4-ethoxy-1-(2-furanyl)-methyl-1H-pyrazolo[3,4-b]pyridine precipitates and is recrystallized from ethyl acetate, yield 3 g. (86%), m.p. 70°. Reactants: C(#N)C(C=O)=CN(C)C (2-cyano-3-dimethylaminoacrolein), [OH-].[Na+] (sodium hydroxide), NOS(=O)(=O)O (hydroxylamine-0-sulfonic acid), [OH-].[Na+] (sodium hydroxide). Solvent: O (water). Reaction conditions: time 10 minute. Product: CN(C)C=C(C#N)C#N (dimethylaminomethylenemalononitrile). As a reaction SMILES: [C:1]([C:3](=[CH:6][N:7]([CH3:9])[CH3:8])[CH:4]=O)#[N:2].[NH2:10]OS(O)(=O)=O.[OH-].[Na+]>O>[CH3:8][N:7]([CH:6]=[C:3]([C:4]#[N:10])[C:1]#[N:2])[CH3:9] |f:2.3|. Procedure details: To a slurry of 12.4 g. of 2-cyano-3-dimethylaminoacrolein in 50 ml. of water was added in small portions 13.6 g. of hydroxylamine-0-sulfonic acid (91% pure). The resulting clear solution was stirred for an additional 10 minutes, then cooled to 0° and adjusted to pH 6.0 by addition of approximately 26 ml. of 5N sodium hydroxide solution. The mixture was heated for 20 minutes in a water bath at 70°. A pH 3 was maintained over this period by dropwise addition of 5N sodium hydroxide solution. After ...